From a dataset of the Open Reaction Database (ORD), a public repository of structured organic reaction records. describe an organic reaction: reactants, conditions, products, and yield The reactants are B, C1CCOC1, CSC, CC(C)(C)OC(=O)NCC(=O)c1ccc2c(c1)COC(C)(C)O2, Cc1ccccc1, CB1OC(c2ccccc2)(c2ccccc2)C2CCCN12, Cl. Product: CC(C)(C)OC(=O)NCC(O)c1ccc2c(c1)COC(C)(C)O2. As a reaction SMILES: [BH3:4].[CH2:50]1[O:51][CH2:52][CH2:53][CH2:54]1.[CH3:1][S:2][CH3:3].[CH3:26][C:27]1([CH3:48])[O:28][CH2:29][c:30]2[c:31]([cH:33][cH:34][c:35]([C:37]([CH2:38][NH:39][C:40]([O:41][C:42]([CH3:43])([CH3:44])[CH3:45])=[O:46])=[O:47])[cH:36]2)[O:32]1.[CH3:55][c:56]1[cH:57][cH:58][cH:59][cH:60][cH:61]1.[CH3:5][B:6]1[N:7]2[CH2:8][CH2:9][CH2:10][CH:11]2[C:12]([c:13]2[cH:14][cH:15][cH:16][cH:17][cH:18]2)([c:19]2[cH:20][cH:21][cH:22][cH:23][cH:24]2)[O:25]1.[ClH:49]>>[CH3:26][C:27]1([CH3:48])[O:28][CH2:29][c:30]2[c:31]([cH:33][cH:34][c:35]([CH:37]([CH2:38][NH:39][C:40]([O:41][C:42]([CH3:43])([CH3:44])[CH3:45])=[O:46])[OH:47])[cH:36]2)[O:32]1.